Dataset: the Open Reaction Database (ORD), a public repository of structured organic reaction records. Task: describe an organic reaction: reactants, conditions, products, and yield Starting materials: C, CCO, O=C[O-], O=C(NCc1ccc(OC(F)(F)F)cc1)C1CN(c2nc3nc(C(F)(F)F)nc(Cl)c3s2)CCN1S(=O)(=O)c1ccc(C2CC2)cc1, [NH4+], [Pd]. Product: O=C(NCc1ccc(OC(F)(F)F)cc1)C1CN(c2nc3nc(C(F)(F)F)ncc3s2)CCN1S(=O)(=O)c1ccc(C2CC2)cc1. Reaction SMILES: [C:55].[CH3:52][CH2:53][OH:54].[CH:48]([O-:49])=[O:50].[F:1][C:2]([O:3][c:4]1[cH:5][cH:6][c:7]([CH2:8][NH:9][C:10](=[O:11])[CH:12]2[N:13]([S:32](=[O:33])(=[O:34])[c:35]3[cH:36][cH:37][c:38]([CH:41]4[CH2:42][CH2:43]4)[cH:39][cH:40]3)[CH2:14][CH2:15][N:16]([c:18]3[s:19][c:20]4[c:21]([n:22][c:23]([C:27]([F:28])([F:29])[F:30])[n:24][c:25]4[Cl:26])[n:31]3)[CH2:17]2)[cH:44][cH:45]1)([F:46])[F:47].[NH4+:51].[Pd:56]>>[F:1][C:2]([O:3][c:4]1[cH:5][cH:6][c:7]([CH2:8][NH:9][C:10](=[O:11])[CH:12]2[N:13]([S:32](=[O:33])(=[O:34])[c:35]3[cH:36][cH:37][c:38]([CH:41]4[CH2:42][CH2:43]4)[cH:39][cH:40]3)[CH2:14][CH2:15][N:16]([c:18]3[s:19][c:20]4[c:21]([n:22][c:23]([C:27]([F:28])([F:29])[F:30])[n:24][cH:25]4)[n:31]3)[CH2:17]2)[cH:44][cH:45]1)([F:46])[F:47]. The reactants are BrC1=C(N)C(=CC=C1)Br (2,6-dibromoaniline), OO (hydrogen peroxide). Solvent: C(C)(=O)O (acetic acid). Conditions: time 48 hour. Product: BrC1=C(C(=CC=C1)Br)N=O (2,6-dibromonitrosobenzene). As a reaction SMILES: [Br:1][C:2]1[CH:8]=[CH:7][CH:6]=[C:5]([Br:9])[C:3]=1[NH2:4].[OH:10]O>C(O)(=O)C>[Br:1][C:2]1[CH:8]=[CH:7][CH:6]=[C:5]([Br:9])[C:3]=1[N:4]=[O:10]. Procedure: To a solution of 2,6-dibromoaniline (10 g, 40 mmol) in glacial acetic acid (160 mL) was added 30% hydrogen peroxide (30 mL). The mixture was left for 48 h at which point crystals had precipitated. The crystals were collected by filtration, washed with acetic acid and water then dried under high vacuum to give 2,6-dibromonitrosobenzene (6.24 g). This material (2.6 g, 10 mmol) was dissolved in DMSO (25 mL) along with sodium azide (650 mg, 10 mmol). The mixture was heated to 100° C. for 1 h then co... Reactants: NC1=C(C=CC(=C1)C)NC(=O)C1CN(C1)C(=O)OC(C)(C)C (tert-butyl 3-(2-amino-4-methylphenylcarbamoyl)azetidine-1-carboxylate), NC1=C(C=C(C=C1)C)NC(=O)C1CN(C1)C(=O)OC(C)(C)C (tert-butyl 3-(2-amino-5-methylphenylcarbamoyl)azetidine-1-carboxylate). The solvent is CC(=O)O (AcOH). Reaction conditions: temperature 100 celsius. Product: CC1=CC2=C(NC(=N2)C2CN(C2)C(=O)OC(C)(C)C)C=C1 (TERT-BUTYL 3-(5-METHYL-1H-BENZO[D]IMIDAZOL-2-YL)AZETIDINE-1-CARBOXYLATE). RXN SMILES: [NH2:1][C:2]1[CH:7]=[C:6]([CH3:8])[CH:5]=[CH:4][C:3]=1[NH:9][C:10]([CH:12]1[CH2:15][N:14]([C:16]([O:18][C:19]([CH3:22])([CH3:21])[CH3:20])=[O:17])[CH2:13]1)=O.NC1C=CC(C)=CC=1NC(C1CN(C(OC(C)(C)C)=O)C1)=O>CC(O)=O>[CH3:8][C:6]1[CH:5]=[CH:4][C:3]2[NH:9][C:10]([CH:12]3[CH2:15][N:14]([C:16]([O:18][C:19]([CH3:22])([CH3:21])[CH3:20])=[O:17])[CH2:13]3)=[N:1][C:2]=2[CH:7]=1. Procedure details: A solution of tert-butyl 3-(2-amino-4-methylphenylcarbamoyl)azetidine-1-carboxylate and tert-butyl 3-(2-amino-5-methylphenylcarbamoyl)azetidine-1-carboxylate (prepared in the previous step) in AcOH (40 mL) was heated to 100° C. for 1.5 h and concentrated. The product tert-butyl 3-(5-methyl-1H-benzo[d]imidazol-2-yl)azetidine-1-carboxylate was used in the next step without further purification. RXN SMILES: [CH:1]1([N:4]([CH:18]2[CH2:23][CH2:22][NH:21][CH2:20][CH2:19]2)[C:5](=[O:17])[C:6]2[CH:11]=[CH:10][C:9]([C:12]3[O:16][CH:15]=[N:14][CH:13]=3)=[CH:8][CH:7]=2)[CH2:3][CH2:2]1.[Br:24][C:25]1[CH:26]=[N:27][C:28](F)=[N:29][CH:30]=1>>[Br:24][C:25]1[CH:26]=[N:27][C:28]([N:21]2[CH2:22][CH2:23][CH:18]([N:4]([CH:1]3[CH2:3][CH2:2]3)[C:5](=[O:17])[C:6]3[CH:7]=[CH:8][C:9]([C:12]4[O:16][CH:15]=[N:14][CH:13]=4)=[CH:10][CH:11]=3)[CH2:19][CH2:20]2)=[N:29][CH:30]=1. Reactants: C1(CC1)N(C(C1=CC=C(C=C1)C1=CN=CO1)=O)C1CCNCC1 (N-cyclopropyl-4-oxazol-5-yl-N-piperidin-4-yl-benzamide), BrC=1C=NC(=NC1)F (5-bromo-2-fluoro-pyrimidine). Procedure: The title compound is prepared from N-cyclopropyl-4-oxazol-5-yl-N-piperidin-4-yl-benzamide and 5-bromo-2-fluoro-pyrimidine following a procedure analogous to that described in Example 19. LC (method 9): tR=2.32 min; Mass spectrum (ESI+): m/z=468/470 (Br) [M+H]+. Yields the product BrC=1C=NC(=NC1)N1CCC(CC1)N(C(C1=CC=C(C=C1)C1=CN=CO1)=O)C1CC1 (N-[1-(5-Bromo-pyrimidin-2-yl)-piperidin-4-yl]-N-cyclopropyl-4-oxazol-5-yl-benzamide).